This data is from the Open Reaction Database (ORD), a public repository of structured organic reaction records. The task is: describe an organic reaction: reactants, conditions, products, and yield The reactants are C(COCCOCCN(CC(=O)O)CC(=O)O)N(CC(=O)O)CC(=O)O (EGTA), [OH-].[Na+] (NaOH), C(COCCOCCN(CC(=O)O)CC(=O)O)N(CC(=O)O)CC(=O)O (EGTA), C(COCCOCCN(CC(=O)O)CC(=O)O)N(CC(=O)O)CC(=O)O (EGTA), C(COCCOCCN(CC(=O)O)CC(=O)O)N(CC(=O)O)CC(=O)O (EGTA). The product is C(CN(CC(=O)O)CC(=O)O)N(CC(=O)O)CC(=O)O (EDTA), C(COCCOCCN(CC(=O)O)CC(=O)O)N(CC(=O)O)CC(=O)O (EGTA). Reaction SMILES: [CH2:1]([N:18]([CH2:23][C:24]([OH:26])=[O:25])[CH2:19][C:20]([OH:22])=[O:21])[CH2:2][O:3][CH2:4][CH2:5][O:6][CH2:7][CH2:8][N:9]([CH2:14][C:15]([OH:17])=[O:16])[CH2:10][C:11]([OH:13])=[O:12].[OH-:27].[Na+]>>[CH2:8]([N:9]([CH2:14][C:15]([OH:17])=[O:16])[CH2:10][C:11]([OH:13])=[O:12])[CH2:7][N:9]([CH2:10][C:11]([OH:13])=[O:12])[CH2:8][C:7]([OH:6])=[O:27].[CH2:8]([N:9]([CH2:10][C:11]([OH:13])=[O:12])[CH2:14][C:15]([OH:17])=[O:16])[CH2:7][O:6][CH2:5][CH2:4][O:3][CH2:2][CH2:1][N:18]([CH2:19][C:20]([OH:22])=[O:21])[CH2:23][C:24]([OH:26])=[O:25] |f:1.2|. Procedure details: EGTA was purchased from the Aldrich Chemical Company (Milwaukee, Wis.). EGTA was dissolved in 0.04 M PPB according to the procedure described by Harafuji and Ogawa (J. Biochem. 87:1305-1312 (1980)). After heating EGTA for 15 minutes at 80° C., the pH was adjusted to 7.0 by addition of NaOH. EGTA was filter-sterilized using a 0.2 μm Acro disc filter (Gelman Sciences; Ann Arbor, Mich.) prior to the assay. Further dilutions were made in sterile PPB. The results of these studies, in Table D-3, show ...